From a dataset of the Open Reaction Database (ORD), a public repository of structured organic reaction records. describe an organic reaction: reactants, conditions, products, and yield Reactants: CC(C)(C)OC(=O)N1CCc2ccc(Cl)c(SCc3ccc(C(=O)O)c(F)c3)c2CC1, O=C(Cl)C(=O)Cl, ClCCl, CN(C)C=O. Product: CC(C)(C)OC(=O)N1CCc2ccc(Cl)c(SCc3ccc(C(=O)Cl)c(F)c3)c2CC1. As a reaction SMILES: [C:1]([CH3:2])([CH3:3])([CH3:4])[O:5][C:6](=[O:7])[N:8]1[CH2:9][CH2:10][c:11]2[c:12]([c:15]([S:20][CH2:21][c:22]3[cH:23][c:24]([F:31])[c:25]([C:28](=[O:29])[OH:30])[cH:26][cH:27]3)[c:16]([Cl:19])[cH:17][cH:18]2)[CH2:13][CH2:14]1.[Cl:37][C:38]([C:39]([Cl:40])=[O:41])=[O:42].[Cl:43][CH2:44][Cl:45].[O:32]=[CH:33][N:34]([CH3:35])[CH3:36]>>[C:1]([CH3:2])([CH3:3])([CH3:4])[O:5][C:6](=[O:7])[N:8]1[CH2:9][CH2:10][c:11]2[c:12]([c:15]([S:20][CH2:21][c:22]3[cH:23][c:24]([F:31])[c:25]([C:28](=[O:29])[Cl:37])[cH:26][cH:27]3)[c:16]([Cl:19])[cH:17][cH:18]2)[CH2:13][CH2:14]1.